From a dataset of the Open Reaction Database (ORD), a public repository of structured organic reaction records. describe an organic reaction: reactants, conditions, products, and yield Reactants: [N+](=O)(O)[O-] (nitric acid), C(O)(O)=O.NNC(=N)N (aminoguanidine bicarbonate), C(=O)=O (CO2), C(CO)(=O)O (glycolic acid). Solvent: C(CCCCCCC)O (octyl alcohol). Run at temperature 5 celsius. Product: C(CO)(=O)OCC1=NNC(=N1)N ((5-Amino-1H-1,2,4-triazol-3-yl)methanol glycolate). As a reaction SMILES: [C:1](=[O:4])(O)[OH:2].[NH2:5][NH:6][C:7]([NH2:9])=[NH:8].[C:10](O)(=O)[CH2:11]O.[C:15](=[O:17])=O.[N+]([O-])(O)=O>C(O)CCCCCCC>[C:1]([O:2][CH2:10][C:11]1[N:8]=[C:7]([NH2:9])[NH:6][N:5]=1)(=[O:4])[CH2:15][OH:17] |f:0.1|. Procedure details: The title compound was prepared by a slight modification of a reported procedure (Allen, C. F. H. J. Org. Chem, 1959, 24, 793): A 5-L 3-necked flask was charged with aminoguanidine bicarbonate (275.6 g, 2.025 mol) and octyl alcohol (5.5 mL, to control foaming). To the mixture was added 70% aqueous glycolic acid (440 g, 4.05 mol, 2 equiv) gradually, during which time evolution of CO2 was observed. When foaming and gas evolution had ceased, concentrated nitric acid (2.2 mL) was added so that it we... The reactants are NC(N)=O, O=C(O)c1ccc([N+](=O)[O-])cc1, O=P(O)(O)O, Cc1cc(C)cc(C)c1. Product: NC(=O)c1ccc([N+](=O)[O-])cc1. Reaction SMILES: [NH2:13][C:14](=[O:15])[NH2:16].[OH:1][C:2](=[O:3])[c:4]1[cH:5][cH:6][c:7]([N+:10]([O-:11])=[O:12])[cH:8][cH:9]1.[P:17](=[O:18])([OH:19])([OH:20])[OH:21].[c:22]1([CH3:23])[cH:24][c:25]([CH3:26])[cH:27][c:28]([CH3:29])[cH:30]1>>[O:1]=[C:2]([c:4]1[cH:5][cH:6][c:7]([N+:10]([O-:11])=[O:12])[cH:8][cH:9]1)[NH2:13]. Procedure: The title compound was synthesized (420 mg, 6%) following a similar procedure as set out earlier in Description 2 starting from 1-(1,1-dimethylethyl) 2-methyl (2S)-5-oxo-1,2-pyrrolidinedicarboxylate (D1, 3.69 g, 15.2 mmol) and 3-bromophenyl phenylmethyl ether (D39); Rt (HPLC): 6.2 min. The product is CC(C)(C)OC(=O)N[C@H](C(=O)OC)CCC(C1=CC(=CC=C1)OCC1=CC=CC=C1)=O (Methyl (2S)-2-({[(1,1-dimethylethyl)oxy]carbonyl}amino)-5-oxo-5-{3-[(phenylmethyl)oxy]phenyl}pentanoate). RXN SMILES: [O:1]=[C:2]1[N:6]([C:7]([O:9][C:10]([CH3:13])([CH3:12])[CH3:11])=[O:8])[C@H:5]([C:14]([O:16][CH3:17])=[O:15])[CH2:4][CH2:3]1.[C:18]1([CH2:24][O:25][C:26]2[CH:31]=[CH:30][CH:29]=[C:28](Br)[CH:27]=2)[CH:23]=[CH:22][CH:21]=[CH:20][CH:19]=1>>[CH3:11][C:10]([O:9][C:7]([NH:6][C@@H:5]([CH2:4][CH2:3][C:2](=[O:1])[C:30]1[CH:29]=[CH:28][CH:27]=[C:26]([O:25][CH2:24][C:18]2[CH:23]=[CH:22][CH:21]=[CH:20][CH:19]=2)[CH:31]=1)[C:14]([O:16][CH3:17])=[O:15])=[O:8])([CH3:13])[CH3:12]. The reactants are O=C1CC[C@H](N1C(=O)OC(C)(C)C)C(=O)OC (1-(1,1-Dimethylethyl) 2-methyl (2S)-5-oxo-1,2-pyrrolidine-dicarboxylate), C1(=CC=CC=C1)COC1=CC(=CC=C1)Br (3-Bromophenyl phenylmethyl ether). Reactants: BrC=1C(=C2CC[C@@H](N(C2=CC1)C(C)=O)C)OCC(Cl)Cl (1-[(2S)-6-bromo-5-(2,2-dichloroethoxy)-2-methyl-1,2,3,4-tetrahydroquinolin-1-yl]ethan-1-one), C1(CC1)N1N=CC(=C1)B1OC(C(O1)(C)C)(C)C (1-cyclopropyl-4-(tetramethyl-1,3,2-dioxaborolan-2-yl)-1H-pyrazole), C([O-])([O-])=O.[K+].[K+] (potassium carbonate), O1CCOCC1 (1,4-dioxane). The reagents and catalysts are C1=CC=C(C=C1)P([C-]2C=CC=C2)C3=CC=CC=C3.C1=CC=C(C=C1)P([C-]2C=CC=C2)C3=CC=CC=C3.Cl[Pd]Cl.[Fe+2] ([1,1′-bis(diphenylphosphino)ferrocene]dichloropalladium(II)). Run in O (water). Reaction conditions: temperature 100 celsius, time 15 hour. Product: Cl/C=C/OC1=C2CC[C@@H](N(C2=CC=C1C=1C=NN(C1)C1CC1)C(C)=O)C ((S,E)-1-(5-(2-chlorovinyloxy)-6-(1-cyclopropyl-1H-pyrazol-4-yl)-2-methyl-3,4-dihydroquinolin-1(2H)-yl)ethanone). Yield: 29.3%. Reaction SMILES: Br[C:2]1[C:3]([O:16][CH2:17][CH:18]([Cl:20])Cl)=[C:4]2[C:9](=[CH:10][CH:11]=1)[N:8]([C:12](=[O:14])[CH3:13])[C@@H:7]([CH3:15])[CH2:6][CH2:5]2.[CH:21]1([N:24]2[CH:28]=[C:27](B3OC(C)(C)C(C)(C)O3)[CH:26]=[N:25]2)[CH2:23][CH2:22]1.C(=O)([O-])[O-].[K+].[K+].O1CCOCC1>C1C=CC(P(C2C=CC=CC=2)[C-]2C=CC=C2)=CC=1.C1C=CC(P(C2C=CC=CC=2)[C-]2C=CC=C2)=CC=1.Cl[Pd]Cl.[Fe+2].O>[Cl:20]/[CH:18]=[CH:17]/[O:16][C:3]1[C:2]([C:27]2[CH:26]=[N:25][N:24]([CH:21]3[CH2:23][CH2:22]3)[CH:28]=2)=[CH:11][CH:10]=[C:9]2[C:4]=1[CH2:5][CH2:6][C@H:7]([CH3:15])[N:8]2[C:12](=[O:14])[CH3:13] |f:2.3.4,6.7.8.9|. Procedure details: A 50-mL round-bottom flask was purged and maintained with an inert atmosphere of nitrogen and charged with 1-[(2S)-6-bromo-5-(2,2-dichloroethoxy)-2-methyl-1,2,3,4-tetrahydroquinolin-1-yl]ethan-1-one (43 mg, 0.11 mmol), 1-cyclopropyl-4-(tetramethyl-1,3,2-dioxaborolan-2-yl)-1H-pyrazole (40 mg, 0.17 mmol), [1,1′-bis(diphenylphosphino)ferrocene]dichloropalladium(II) (8 mg, 0.01 mmol), potassium carbonate (31 mg, 0.22 mmol), 1,4-dioxane (24 mL), and water (4 mL). The resulting mixture stirred for 15 ...